This data is from the Open Reaction Database (ORD), a public repository of structured organic reaction records. The task is: describe an organic reaction: reactants, conditions, products, and yield Starting materials: CC(=O)OC(C)c1noc(-c2cccc(Cl)c2)n1, ClCCl. Product: CC(O)c1noc(-c2cccc(Cl)c2)n1. As a reaction SMILES: [C:1](=[O:2])([CH3:3])[O:4][CH:5]([CH3:6])[c:7]1[n:8][o:9][c:10](-[c:12]2[cH:13][c:14]([Cl:18])[cH:15][cH:16][cH:17]2)[n:11]1.[Cl:19][CH2:20][Cl:21]>>[OH:4][CH:5]([CH3:6])[c:7]1[n:8][o:9][c:10](-[c:12]2[cH:13][c:14]([Cl:18])[cH:15][cH:16][cH:17]2)[n:11]1. The reactants are Cl, CC(=O)NCCNc1ccc2ccccc2n1. Product: NCCNc1ccc2ccccc2n1. Reaction SMILES: [ClH:18].[n:1]1[c:2]([NH:11][CH2:12][CH2:13][NH:14][C:15](=[O:16])[CH3:17])[cH:3][cH:4][c:5]2[cH:6][cH:7][cH:8][cH:9][c:10]12>>[n:1]1[c:2]([NH:11][CH2:12][CH2:13][NH2:14])[cH:3][cH:4][c:5]2[cH:6][cH:7][cH:8][cH:9][c:10]12. The reactants are ClCCl, CCOC(=O)c1n[nH]c(C(=O)OCC)c1C(O)c1ccc(Cl)cc1[N+](=O)[O-], O=[Cr](=O)=O, c1ccncc1. Product: CCOC(=O)c1n[nH]c(C(=O)OCC)c1C(=O)c1ccc(Cl)cc1[N+](=O)[O-]. RXN SMILES: [CH2:38]([Cl:39])[Cl:40].[Cl:11][c:12]1[cH:13][c:14]([N+:35](=[O:36])[O-:37])[c:15]([CH:18]([c:19]2[c:20]([C:29](=[O:30])[O:31][CH2:32][CH3:33])[n:21][nH:22][c:23]2[C:24](=[O:25])[O:26][CH2:27][CH3:28])[OH:34])[cH:16][cH:17]1.[O:7]=[Cr:8](=[O:9])=[O:10].[cH:1]1[cH:2][cH:3][n:4][cH:5][cH:6]1>>[Cl:11][c:12]1[cH:13][c:14]([N+:35](=[O:36])[O-:37])[c:15]([C:18]([c:19]2[c:20]([C:29](=[O:30])[O:31][CH2:32][CH3:33])[nH:21][n:22][c:23]2[C:24](=[O:25])[O:26][CH2:27][CH3:28])=[O:34])[cH:16][cH:17]1. The reactants are CC(=O)[O-], CC(=O)[O-], COc1ccc(B(O)O)cc1, ClCCl, [Cu+2], c1ccc(COc2cccc3[nH]ncc23)cc1, c1ccncc1. Reaction SMILES: [C:38]([O-:39])(=[O:40])[CH3:41].[C:43]([O-:44])(=[O:45])[CH3:46].[CH3:18][O:19][c:20]1[cH:21][cH:22][c:23]([B:26]([OH:27])[OH:28])[cH:24][cH:25]1.[Cl:35][CH2:36][Cl:37].[Cu+2:42].[c:1]1([CH2:7][O:8][c:9]2[c:10]3[cH:11][n:12][nH:13][c:14]3[cH:15][cH:16][cH:17]2)[cH:2][cH:3][cH:4][cH:5][cH:6]1.[cH:29]1[cH:30][cH:31][n:32][cH:33][cH:34]1>>[c:1]1([CH2:7][O:8][c:9]2[c:10]3[cH:11][n:12][n:13](-[c:23]4[cH:22][cH:21][c:20]([O:19][CH3:18])[cH:25][cH:24]4)[c:14]3[cH:15][cH:16][cH:17]2)[cH:2][cH:3][cH:4][cH:5][cH:6]1. Yields the product COc1ccc(-n2ncc3c(OCc4ccccc4)cccc32)cc1. Reactants: Clc1ccc2c(c1)CCN2, O=N[O-], [Na+], O. Product: O=NN1CCc2cc(Cl)ccc21. RXN SMILES: [Cl:1][c:2]1[cH:3][c:4]2[c:8]([cH:9][cH:10]1)[NH:7][CH2:6][CH2:5]2.[N:11](=[O:12])[O-:13].[Na+:14].[OH2:15]>>[Cl:1][c:2]1[cH:3][c:4]2[c:8]([cH:9][cH:10]1)[N:7]([N:11]=[O:12])[CH2:6][CH2:5]2. Starting materials: C(C)(=O)O (acetic acid), [OH-].[K+] (potassium hydroxide), C(C)(C)(C)C1=C(C(=CC(=C1)COC)C(C)(C)C)O (2.6-di-t-butyl-4-methoxymethylphenol), [N+](=O)([O-])C (nitromethane). Solvent: CO (methanol). Conditions: time 1 hour. The product is C(C)(C)(C)C=1C=C(C=C(C1O)C(C)(C)C)CC(CC1=CC(=C(C(=C1)C(C)(C)C)O)C(C)(C)C)[N+](=O)[O-] (1,3-bis(3,5-di-t-butyl-4-hydroxyphenyl)-2-nitropropane). As a reaction SMILES: [OH-].[K+].[N+:3]([CH3:6])([O-:5])=[O:4].[C:7]([C:11]1[CH:16]=[C:15]([CH2:17]OC)[CH:14]=[C:13]([C:20]([CH3:23])([CH3:22])[CH3:21])[C:12]=1[OH:24])([CH3:10])([CH3:9])[CH3:8].[C:25]([OH:28])(=O)[CH3:26]>CO>[C:7]([C:11]1[CH:16]=[C:15]([CH2:17][CH:6]([N+:3]([O-:5])=[O:4])[CH2:17][C:15]2[CH:16]=[C:26]([C:7]([CH3:8])([CH3:9])[CH3:10])[C:25]([OH:28])=[C:13]([C:20]([CH3:23])([CH3:21])[CH3:22])[CH:14]=2)[CH:14]=[C:13]([C:20]([CH3:22])([CH3:21])[CH3:23])[C:12]=1[OH:24])([CH3:9])([CH3:10])[CH3:8] |f:0.1|. Procedure: To a solution of 14.5 g (0.22 mole) of 85% potassium hydroxide in 300 ml of methanol was added in a stream of nitrogen to exclude air 13.4 g (0.22 mole) of nitromethane and 50.0 g (0.2 mole) of 2.6-di-t-butyl-4-methoxymethylphenol. The magenta solution was stirred for one hour at reflux, with exclusion of air. After cooling somewhat, the solution was neutralized with 13 ml of acetic acid and chilled. A thick paste formed which was filtered, washed and dried. The resulting tan powder (48.1 g, mp ... Starting materials: COC1=CC=C(C=C1)[C@@H]1C(=O)O[C@@H](C1)CCCCCC ((2R,4R)-2-(4-methoxyphenyl)-4-decanolide), C([O-])(O)=O.[Na+] (sodium bicarbonate), [Cl-].[Al+3].[Cl-].[Cl-] (aluminium chloride), C(C)S (ethanethiol). Solvent: ClCCl (dichloromethane), ClCCl (dichloromethane). Conditions: time 4 hour. The product is OC1=CC=C(C=C1)[C@@H]1C(=O)O[C@@H](C1)CCCCCC ((2R,4R)-2-(4-hydroxyphenyl)-4-decanolide). Isolated yield 89.5%. As a reaction SMILES: [Cl-].[Al+3].[Cl-].[Cl-].C(S)C.C[O:9][C:10]1[CH:15]=[CH:14][C:13]([C@H:16]2[CH2:21][C@@H:20]([CH2:22][CH2:23][CH2:24][CH2:25][CH2:26][CH3:27])[O:19][C:17]2=[O:18])=[CH:12][CH:11]=1.C(=O)(O)[O-].[Na+]>ClCCl>[OH:9][C:10]1[CH:15]=[CH:14][C:13]([C@H:16]2[CH2:21][C@@H:20]([CH2:22][CH2:23][CH2:24][CH2:25][CH2:26][CH3:27])[O:19][C:17]2=[O:18])=[CH:12][CH:11]=1 |f:0.1.2.3,6.7|. Procedure details: To a solution of 1.6 g of aluminium chloride and 2 ml of ethanethiol in 15 ml of dichloromethane was added, at 0° C, a solution of 440 mg of (2R,4R)-2-(4-methoxyphenyl)-4-decanolide dissolved in 5 ml of dichloromethane. This mixture was stirred for 4 hours. A saturated sodium bicarbonate aq. solution was then added, and the resulting mixture was subjected to extraction with dichloromethane, followed by column chromatography (Kieselgel 60, hexane/ethyl acetate = 3/1), thereby obtaining 374 mg (yi... Conditions: time 30 minute. The reactants are [H-].[Na+] (Sodium hydride), [Cl-].[NH4+] (ammonium chloride), C(C)(=O)OC1=C(C(=C(C=C1C(C)(C)C)O)C)C(C)(C)C (4-acetoxy-3,5-di-tert-butyl-2-methylphenol), C(C)(=O)OC1=C(C(=C(C=C1C(C)(C)C)O)C)C(C)(C)C (4-acetoxy-3,5-di-tert-butyl-2-methylphenol), [Cl-].[NH4+] (ammonium chloride), BrCCCBr (1,3-dibromopropane), [H-].[Na+] (sodium hydride). The product is C(C)(=O)OC1=C(C(=C(C=C1C(C)(C)C)OCC=C)C)C(C)(C)C (1-acetoxy-4-allyloxy-2,6-di-tert-butyl-3-methylbenzene). Procedure: Sodium hydride (110 mg) was suspended in N,N-dimethylformamide (5 ml) and a solution of 4-acetoxy-3,5-di-tert-butyl-2-methylphenol (0.6 g) in N,N-dimethylformamide (5 ml) was added dropwise to the suspension at 0° C. After stirring for 30 min, 1,3-dibromopropane (0.36 ml) was added in one portion and the mixture was stirred for an additional 2 h. The reaction mixture was poured into a saturated aqueous solution of ammonium chloride and subjected to extraction with diethyl ether. The extract was ... Reaction SMILES: [H-].[Na+].[C:3]([O:6][C:7]1[C:12]([C:13]([CH3:16])([CH3:15])[CH3:14])=[CH:11][C:10]([OH:17])=[C:9]([CH3:18])[C:8]=1[C:19]([CH3:22])([CH3:21])[CH3:20])(=[O:5])[CH3:4].Br[CH2:24][CH2:25][CH2:26]Br.[Cl-].[NH4+]>CN(C)C=O>[C:3]([O:6][C:7]1[C:12]([C:13]([CH3:14])([CH3:15])[CH3:16])=[CH:11][C:10]([O:17][CH2:26][CH:25]=[CH2:24])=[C:9]([CH3:18])[C:8]=1[C:19]([CH3:22])([CH3:21])[CH3:20])(=[O:5])[CH3:4] |f:0.1,4.5|. Run in CN(C=O)C (N,N-dimethylformamide), CN(C=O)C (N,N-dimethylformamide), CN(C=O)C (N,N-dimethylformamide). The reactants are CC(C)([O-])C.[K+] (potassium tert-butoxide), CC(C)([O-])C.[K+] (Potassium tert-butoxide), BrC=1C=C2C(=NC1)CC(N2)=O (6-bromo-1H-pyrrolo[3,2-b]pyridin-2(3H)-one), C(C=C)(=O)OC (methyl acrylate), O (Water). Run in C(C)(=O)OCC (Ethyl acetate), CS(=O)C (dimethylsulphoxide). Run at time 10 minute. The product is BrC=1C=C2C(=NC1)C1(C(N2)=O)CCC(CC1)=O (6′-bromospiro[cyclohexane-1,3′-pyrrolo[3,2-b]pyridine]-2′,4(1′H)-dione). The yield is 753.0%. Reaction SMILES: [CH3:1][C:2](C)([O-])C.[K+].[Br:7][C:8]1[CH:9]=[C:10]2[NH:16][C:15](=[O:17])[CH2:14][C:11]2=[N:12][CH:13]=1.[C:18]([O:22]C)(=O)[CH:19]=[CH2:20].O>CS(C)=O.C(OCC)(=O)C>[Br:7][C:8]1[CH:9]=[C:10]2[NH:16][C:15](=[O:17])[C:14]3([CH2:20][CH2:19][C:18](=[O:22])[CH2:2][CH2:1]3)[C:11]2=[N:12][CH:13]=1 |f:0.1|. Procedure: Potassium tert-butoxide (0.03 g, 0.27 mmol) was added to a suspension of 6-bromo-1H-pyrrolo[3,2-b]pyridin-2(3H)-one (preparation 30c, 0.87 g, 4.1 mmol) in dimethylsulphoxide (4 mL) and, after stirring for 10 minutes at room temperature, the mixture was heated to 40-45° C. and methyl acrylate (1.14 mL, 12.71 mmol) was added dropwise over 60 minutes. After the addition, the mixture was stirred for 2 hours and then further potassium tert-butoxide (1.4 g, 12.21 mmol) was added portionwise over 30 mi... The reactants are C(C)(=O)O[BH-](OC(C)=O)OC(C)=O.[Na+] (Sodium triacetoxyborohydride), bis(acetic acid), C(C1=CC=CC=C1)(C1=CC=CC=C1)C1CNC[C@H]2N1C[C@@H](C2)O[Si](C)(C)C(C)(C)C ((7R,8aS)-4-benzhydryl-7-[(tert-butyldimethylsilyl)oxy]octahydropyrrolo[1,2-a]pyrazine), COC1=C(C=O)C=C(C=C1)N1N=NN=C1C(F)(F)F (2-methoxy-5-[5-(trifluoromethyl)-1H-tetrazol-1-yl]benzaldehyde). Solvent: ClCCl (dichloromethane). Run at time 3 hour. Yields the product C(C1=CC=CC=C1)(C1=CC=CC=C1)[C@@H]1CN(C[C@H]2N1C[C@@H](C2)O[Si](C)(C)C(C)(C)C)CC2=C(C=CC(=C2)N2N=NN=C2C(F)(F)F)OC ((4R,7R,8aS)-4-benzhydryl-7-[(tert-butyldimethylsilyl)oxy]-2-[2-methoxy-5-[5-(trifluoromethyl)-1H-tetrazol-1-yl]benzyl]-octahydropyrrolo[1,2-a]pyrazine). Yield: 34.4%. RXN SMILES: C(O[BH-](OC(=O)C)OC(=O)C)(=O)C.[Na+].[CH:15]([CH:28]1[N:33]2[CH2:34][C@H:35]([O:37][Si:38]([C:41]([CH3:44])([CH3:43])[CH3:42])([CH3:40])[CH3:39])[CH2:36][C@H:32]2[CH2:31][NH:30][CH2:29]1)([C:22]1[CH:27]=[CH:26][CH:25]=[CH:24][CH:23]=1)[C:16]1[CH:21]=[CH:20][CH:19]=[CH:18][CH:17]=1.[CH3:45][O:46][C:47]1[CH:54]=[CH:53][C:52]([N:55]2[C:59]([C:60]([F:63])([F:62])[F:61])=[N:58][N:57]=[N:56]2)=[CH:51][C:48]=1[CH:49]=O>ClCCl>[CH:15]([C@H:28]1[N:33]2[CH2:34][C@H:35]([O:37][Si:38]([C:41]([CH3:44])([CH3:43])[CH3:42])([CH3:40])[CH3:39])[CH2:36][C@H:32]2[CH2:31][N:30]([CH2:49][C:48]2[CH:51]=[C:52]([N:55]3[C:59]([C:60]([F:63])([F:62])[F:61])=[N:58][N:57]=[N:56]3)[CH:53]=[CH:54][C:47]=2[O:46][CH3:45])[CH2:29]1)([C:22]1[CH:23]=[CH:24][CH:25]=[CH:26][CH:27]=1)[C:16]1[CH:21]=[CH:20][CH:19]=[CH:18][CH:17]=1 |f:0.1|. Procedure: Sodium triacetoxyborohydride (163 mg) was added to a mixture of bis(acetic acid) salt of (7R,8aS)-4-benzhydryl-7-[(tert-butyldimethylsilyl)oxy]octahydropyrrolo[1,2-a]pyrazine (0.38 g) and 2-methoxy-5-[5-(trifluoromethyl)-1H-tetrazol-1-yl]benzaldehyde (210 mg) in dichloromethane, and the whole was stirred for 3 hours at room temperature. The mixture was washed with aqueous sodium hydrogen carbonate, dried over magnesium sulfate and concentrated under reduced pressure. The syrup was purified by co...